The task is: describe an organic reaction: reactants, conditions, products, and yield. This data is from the Open Reaction Database (ORD), a public repository of structured organic reaction records. Reaction conditions: time 120 minute. The reagents and catalysts are CC(=O)[O-].CC(=O)[O-].[Cu+2] (Cu(OAc)2). The solvent is O (water), O (water), O (H2O), C(C)#N (acetonitrile). Product: COC1=CC=C(C=O)C=C1 (4-methoxybenzaldehyde). Procedure details: In a 100 ml reactor containing argon gas, 2.44 g of 1-methoxy-4-methylbenzene (CAS Registration No. 104-93-8) [20 mmol] is dissolved in 39 ml of acetonitrile, with the addition of 1.0 ml of dimethyl sulfoxide [14.1 mmol] at 70° C. To the solution, 65 mg of Cu(OAc)2, 30 mg of FeSO4.7 H2O and 10 ml of water are added. Next, while stirring forcefully, 11.0 g of Na2S2O8, dissolved in 30 ml of water, are then added drop by drop. The reaction is ended after 120 minutes. Reaction SMILES: [CH3:1][O:2][C:3]1[CH:8]=[CH:7][C:6]([CH3:9])=[CH:5][CH:4]=1.CS(C)=[O:12].[O-]S(OOS([O-])(=O)=O)(=O)=O.[Na+].[Na+]>C(#N)C.O.CC([O-])=O.CC([O-])=O.[Cu+2]>[CH3:1][O:2][C:3]1[CH:8]=[CH:7][C:6]([CH:9]=[O:12])=[CH:5][CH:4]=1 |f:2.3.4,7.8.9|. Starting materials: [O-]S(=O)(=O)OOS(=O)(=O)[O-].[Na+].[Na+] (Na2S2O8), COC1=CC=C(C=C1)C (1-methoxy-4-methylbenzene), FeSO4, CS(=O)C (dimethyl sulfoxide). The reactants are ClC1=C(C=C(C(=O)OC)C=C1)[N+](=O)[O-] (methyl 4-chloro-3-nitrobenzoate), C(C1=CC=CC=C1)S (benzylmercaptan), C(=O)([O-])[O-].[Na+].[Na+] (Na2CO3). Run in O (water), CCO (EtOH), O (water). Yields the product COC(C1=CC(=C(C=C1)SCC1=CC=CC=C1)[N+](=O)[O-])=O (4-Benzylsulfanyl-3-nitro-benzoic acid methyl ester). Yield: 177.2%. Reaction SMILES: Cl[C:2]1[CH:11]=[CH:10][C:5]([C:6]([O:8][CH3:9])=[O:7])=[CH:4][C:3]=1[N+:12]([O-:14])=[O:13].[CH2:15]([SH:22])[C:16]1[CH:21]=[CH:20][CH:19]=[CH:18][CH:17]=1.C([O-])([O-])=O.[Na+].[Na+]>CCO.O>[CH3:9][O:8][C:6](=[O:7])[C:5]1[CH:10]=[CH:11][C:2]([S:22][CH2:15][C:16]2[CH:21]=[CH:20][CH:19]=[CH:18][CH:17]=2)=[C:3]([N+:12]([O-:14])=[O:13])[CH:4]=1 |f:2.3.4|. Procedure details: A solution of methyl 4-chloro-3-nitrobenzoate (1 g, 4.65 mmol) in EtOH (13 ml) was added to a solution of benzylmercaptan (0.65 ml, 5.53 mmol), Na2CO3 (0.64 g, 6.1 mmol) and water (3 ml) and the reaction was heated under reflux for 4 h. After cooling, the mixture was diluted with water. The resulting precipitate was collected by filtration, washed with n-hexane and dried to give the title compound (2.5 g, 88%). The structure was confirmed by 1H NMR. Run in O1CCCC1 (tetrahydrofuran), CCOCC (ether), CCOCC (ether). Conditions: time 8 hour. Yields the product FC1=CC=C(C=C1)C1N(CCC(C1)CO)C(C1=CC=CC=C1)(C1=CC=CC=C1)C1=CC=CC=C1 (4-fluorophenyl-1-(triphenylmethyl)-4-piperidinemethanol). Reported procedure: 1-Bromo4-fluorobenzene (154 ml; 1.402 mol) in anhydrous ether (640 ml) was added to a suspension of magnesium turnings (34.1 g; 1.404 mol) in anhydrous ether (250 ml) and the mixture was stirred under nitrogen, at a rate which gave a gentle reflux. The solution was cooled, stirred at room temperature for 45 min and then cooled in an ice bath. To this solution was added dropwise over 40 min. a solution of 1-(triphenylmethyl)-4-piperidinecarboxylic acid ethylester (90 g; 0.225 mol) in anhydrous te... RXN SMILES: Br[C:2]1[CH:7]=[CH:6][C:5]([F:8])=[CH:4][CH:3]=1.[Mg].C([O:12][C:13]([CH:15]1[CH2:20][CH2:19][N:18]([C:21]([C:34]2[CH:39]=[CH:38][CH:37]=[CH:36][CH:35]=2)([C:28]2[CH:33]=[CH:32][CH:31]=[CH:30][CH:29]=2)[C:22]2[CH:27]=[CH:26][CH:25]=[CH:24][CH:23]=2)[CH2:17][CH2:16]1)=O)C>CCOCC.O1CCCC1>[F:8][C:5]1[CH:6]=[CH:7][C:2]([CH:19]2[CH2:20][CH:15]([CH2:13][OH:12])[CH2:16][CH2:17][N:18]2[C:21]([C:34]2[CH:39]=[CH:38][CH:37]=[CH:36][CH:35]=2)([C:22]2[CH:23]=[CH:24][CH:25]=[CH:26][CH:27]=2)[C:28]2[CH:33]=[CH:32][CH:31]=[CH:30][CH:29]=2)=[CH:3][CH:4]=1. The yield is 66.9%. The reactants are C(C)OC(=O)C1CCN(CC1)C(C1=CC=CC=C1)(C1=CC=CC=C1)C1=CC=CC=C1 (1-(triphenylmethyl)-4-piperidinecarboxylic acid ethylester), BrC1=CC=C(C=C1)F (1-Bromo4-fluorobenzene), [Mg] (magnesium). Reactants: C(C)(C)OC1=NC(=CC2=CC(=CC=C12)OS(=O)(=O)C(F)(F)F)NC1=NNC(=C1)C (Trifluoro-methanesulfonic acid 1-isopropoxy-3-(5-methyl-1H-pyrazol-3-ylamino)-isoquinolin-6-yl ester), CN1CCNCC1 (1-Methyl-piperazine). Solvent: CN1CCCC1=O (NMP). Conditions: temperature 200 celsius. The product is C(C)(C)OC1=NC(=CC2=CC(=CC=C12)N1CCN(CC1)C)NC1=NNC(=C1)C ([1-Isopropoxy-6-(4-methyl-piperazin-1-yl)-isoquinolin-3-yl]-(5-methyl-1H-pyrazol-3-yl)-amine). As a reaction SMILES: [CH:1]([O:4][C:5]1[C:14]2[C:9](=[CH:10][C:11](OS(C(F)(F)F)(=O)=O)=[CH:12][CH:13]=2)[CH:8]=[C:7]([NH:23][C:24]2[CH:28]=[C:27]([CH3:29])[NH:26][N:25]=2)[N:6]=1)([CH3:3])[CH3:2].[CH3:30][N:31]1[CH2:36][CH2:35][NH:34][CH2:33][CH2:32]1>CN1C(=O)CCC1>[CH:1]([O:4][C:5]1[C:14]2[C:9](=[CH:10][C:11]([N:34]3[CH2:35][CH2:36][N:31]([CH3:30])[CH2:32][CH2:33]3)=[CH:12][CH:13]=2)[CH:8]=[C:7]([NH:23][C:24]2[CH:28]=[C:27]([CH3:29])[NH:26][N:25]=2)[N:6]=1)([CH3:3])[CH3:2]. Procedure: A 2.0˜5.0 mL process vial was charged with Trifluoro-methanesulfonic acid 1-isopropoxy-3-(5-methyl-1H-pyrazol-3-ylamino)-isoquinolin-6-yl ester (100 mg) in 2 mL NMP. Excess 1-Methyl-piperazine was added to the mixture. The vial was heated at 200° C. for 2 h under microwave irradiation. After cooling, the reaction mixture was sent to prep-HPLC to give 5 mg of [1-Isopropoxy-6-(4-methyl-piperazin-1-yl)-isoquinolin-3-yl]-(5-methyl-1H-pyrazol-3-yl)-amine as a yellow solid. LC-MS m/e 381 (MH+). Starting materials: CN1CCOCC1 (N-methylmorpholine), ClC1=C(C=C(C(=C1)Cl)Cl)OC(CNC(=O)OC(C)(C)C)=O (tert.-butoxycarbonyl-glycine 2,4,5-trichlorophenyl ester), C1(=CC=C(C=C1)S(=O)(=O)O)C.C(C1=CC=CC=C1)OC(CN)=O (glycine benzyl ester p-toluenesulfonate). Solvent: CN(C=O)C (dimethyl formamide). Conditions: time 8 hour. Yields the product C(C1=CC=CC=C1)OC(CNC(CNC(=O)OC(C)(C)C)=O)=O (tert.-butoxycarbonyl-glycyl-glycine benzyl ester). The yield is 85.3%. As a reaction SMILES: C1(C)C=CC(S(O)(=O)=O)=CC=1.[CH2:12]([O:19][C:20](=[O:23])[CH2:21][NH2:22])[C:13]1[CH:18]=[CH:17][CH:16]=[CH:15][CH:14]=1.CN1CCOCC1.ClC1C=C(Cl)C(Cl)=CC=1[O:40][C:41](=O)[CH2:42][NH:43][C:44]([O:46][C:47]([CH3:50])([CH3:49])[CH3:48])=[O:45]>CN(C)C=O>[CH2:12]([O:19][C:20](=[O:23])[CH2:21][NH:22][C:41](=[O:40])[CH2:42][NH:43][C:44]([O:46][C:47]([CH3:49])([CH3:48])[CH3:50])=[O:45])[C:13]1[CH:18]=[CH:17][CH:16]=[CH:15][CH:14]=1 |f:0.1|. Reported procedure: 14.2 g (42 mmoles) of glycine benzyl ester p-toluenesulfonate are dissolved in 100 ml of dimethyl formamide, 4.6 ml (42 mmoles) of N-methylmorpholine and 14.2 g (40 mmoles) of tert.-butoxycarbonyl-glycine 2,4,5-trichlorophenyl ester are added, and the mixture is stirred at room temperature overnight. The reaction mixture is evaporated, and the residue is dissolved in a mixture of 150 ml of ethyl acetate and 50 ml of water. The ethyl acetate phase is washed twice with 30 ml of ice-cooled 1 n aque... Starting materials: S(O)(O)(=O)=O (Sulfuric acid), BrC1=CC=C(OC2=C(C(=O)O)C=C(C=C2)OC)C=C1 (2-(4-bromophenoxy)-5-methoxybenzoic acid). Run in O (water). Conditions: temperature 60 celsius, time 60 minute. Yields the product BrC1=CC=2C(C3=CC(=CC=C3OC2C=C1)OC)=O (2-Bromo-7-methoxy-9H-xanthen-9-one). Reaction SMILES: S(=O)(=O)(O)O.[Br:6][C:7]1[CH:24]=[CH:23][C:10]([O:11][C:12]2[CH:20]=[CH:19][C:18]([O:21][CH3:22])=[CH:17][C:13]=2[C:14]([OH:16])=O)=[CH:9][CH:8]=1>O>[Br:6][C:7]1[CH:8]=[CH:9][C:10]2[O:11][C:12]3[C:13](=[CH:17][C:18]([O:21][CH3:22])=[CH:19][CH:20]=3)[C:14](=[O:16])[C:23]=2[CH:24]=1. Procedure: Sulfuric acid (41 ml, 765 mmol) was added to 2-(4-bromophenoxy)-5-methoxybenzoic acid (3750 mg, 12 mmol) at RT. The reaction mixture was stirred at 60° C. for 60 min. LCMS showed complete reaction. The reaction mixture was cooled to rt and poured slowly over stirred mixture of ice and water (100 ml). The tan precipitate was filtered and washed with water (3×30 ml), twice with 30 ml of 0.5N NaOH, and with water again. The residue was recrystallized from 40 ml THF to give the title compound. MS m/... The reactants are ClC=1N=C(N(C1Cl)CC1=C(C2=C(N(C(N(C2=O)C)=O)CC(C)C)S1)C(=O)N(C)OC)C (6-[4,5-Dichloro-2-methyl-1H-imidazol-1-ylmethyl]-1,2,3,4-tetrahydro-N-methoxy-N,3-dimethyl-1-(2-methylpropyl)-2,4-dioxo-thieno[2,3-d]pyrimidine-5-carboxamide), O1C(NC2=C1C=CC=C2)=O (benzoxazolone). The product is CON(C(=O)C1=C(SC=2N(C(N(C(C21)=O)C)=O)CC(C)C)CN2C(OC1=C2C=CC=C1)=O)C (1,2,3,4-Tetrahydro-N-methoxy-N,3-dimethyl-1-(2-methylpropyl)-2,4-dioxo-6-[2-oxo-3(2H)-benzoxazolylmethyl]-thieno[2,3-d]pyrimidine-5-carboxamide). Reaction SMILES: ClC1N=C(C)N([CH2:8][C:9]2[S:24][C:12]3[N:13]([CH2:20][CH:21]([CH3:23])[CH3:22])[C:14](=[O:19])[N:15]([CH3:18])[C:16](=[O:17])[C:11]=3[C:10]=2[C:25]([N:27]([O:29][CH3:30])[CH3:28])=[O:26])C=1Cl.[O:32]1[C:36]2[CH:37]=[CH:38][CH:39]=[CH:40][C:35]=2[NH:34][C:33]1=[O:41]>>[CH3:30][O:29][N:27]([CH3:28])[C:25]([C:10]1[C:11]2[C:16](=[O:17])[N:15]([CH3:18])[C:14](=[O:19])[N:13]([CH2:20][CH:21]([CH3:23])[CH3:22])[C:12]=2[S:24][C:9]=1[CH2:8][N:34]1[C:35]2[CH:40]=[CH:39][CH:38]=[CH:37][C:36]=2[O:32][C:33]1=[O:41])=[O:26]. Procedure details: The subtitle compound was synthesised by the method of example 1 c) using the product of example 1 part b) and benzoxazolone. The product was isolated by SiO2 chromatography eluting with ethyl acetate/i-hexane (3:2), followed by recrystallisation with diethyl ether to so give the sub-title compound. Starting materials: [Na] (sodium), C(C1=CC=CC=C1)(=O)N[C@@H](CC1=CC(=C(C=C1)O)OC)C(=O)O (N-benzoyl-3-(4-hydroxy-3-methoxyphenyl)-alanine). Product: C(C1=CC=CC=C1)(=O)NC(C(=O)O)=CC1=CC(=C(C=C1)O)OC (α-benzamido-4-hydroxy-3-methoxy-cinnamic acid). As a reaction SMILES: [Na].[C:2]([NH:10][C@H:11]([C:22]([OH:24])=[O:23])[CH2:12][C:13]1[CH:18]=[CH:17][C:16]([OH:19])=[C:15]([O:20][CH3:21])[CH:14]=1)(=[O:9])[C:3]1[CH:8]=[CH:7][CH:6]=[CH:5][CH:4]=1>>[C:2]([NH:10][C:11](=[CH:12][C:13]1[CH:18]=[CH:17][C:16]([OH:19])=[C:15]([O:20][CH3:21])[CH:14]=1)[C:22]([OH:24])=[O:23])(=[O:9])[C:3]1[CH:4]=[CH:5][CH:6]=[CH:7][CH:8]=1 |^1:0|. Procedure: Assay of the resulting solution shows an optical purity of 56.4% corresponding to a 78/22 L/D mixture of the sodium salt of N-benzoyl-3-(4-hydroxy-3-methoxyphenyl)-alanine. Reaction SMILES: [CH3:35][O:36][C:37]([CH2:38][CH2:39][CH2:40][CH2:41][Br:42])=[O:43].[CH3:45][N:46]([CH3:47])[CH:48]=[O:49].[Cl:1][c:2]1[cH:3][cH:4][c:5]([S:8](=[O:9])(=[O:10])[NH:11][c:12]2[cH:13][c:14]3[c:15]([n:16](-[c:25]4[cH:26][cH:27][cH:28][cH:29][cH:30]4)[c:17](-[c:19]4[cH:20][cH:21][cH:22][cH:23][cH:24]4)[n:18]3)[cH:31][cH:32]2)[cH:6][cH:7]1.[H-:33].[Na+:34].[OH2:44]>>[Cl:1][c:2]1[cH:3][cH:4][c:5]([S:8](=[O:9])(=[O:10])[N:11]([c:12]2[cH:13][c:14]3[c:15]([n:16](-[c:25]4[cH:26][cH:27][cH:28][cH:29][cH:30]4)[c:17](-[c:19]4[cH:20][cH:21][cH:22][cH:23][cH:24]4)[n:18]3)[cH:31][cH:32]2)[CH2:41][CH2:40][CH2:39][CH2:38][C:37]([O:36][CH3:35])=[O:43])[cH:6][cH:7]1. The reactants are COC(=O)CCCCBr, CN(C)C=O, O=S(=O)(Nc1ccc2c(c1)nc(-c1ccccc1)n2-c1ccccc1)c1ccc(Cl)cc1, [H-], [Na+], O. The product is COC(=O)CCCCN(c1ccc2c(c1)nc(-c1ccccc1)n2-c1ccccc1)S(=O)(=O)c1ccc(Cl)cc1.